From a dataset of the Open Reaction Database (ORD), a public repository of structured organic reaction records. describe an organic reaction: reactants, conditions, products, and yield The reactants are ClC1=C(C=CC=C1)S(=O)(=O)N1C(N([C@@H](C1)C(=O)O)C1=C(C=CC=C1)Cl)=O ((S)-1-(2-chloro-benzenesulfonyl)-3-(2-chloro-phenyl)-2-oxo-imidazolidine-4-carboxylic acid), CC1=C(C=C(C=C1)C)N1CCNCC1 (1-(2,5-dimethylphenyl)piperazine). Yields the product ClC1=C(C=CC=C1)S(=O)(=O)N1C(N([C@@H](C1)C(=O)N1CCN(CC1)C1=C(C=CC(=C1)C)C)C1=C(C=CC=C1)Cl)=O ((S)-1-(2-Chloro-benzenesulfonyl)-3-(2-chloro-phenyl)-4-[4-(2,5-dimethyl-phenyl)-piperazine-1-carbonyl]-imidazolidin-2-one). As a reaction SMILES: [Cl:1][C:2]1[CH:7]=[CH:6][CH:5]=[CH:4][C:3]=1[S:8]([N:11]1[CH2:15][C@@H:14]([C:16]([OH:18])=O)[N:13]([C:19]2[CH:24]=[CH:23][CH:22]=[CH:21][C:20]=2[Cl:25])[C:12]1=[O:26])(=[O:10])=[O:9].[CH3:27][C:28]1[CH:33]=[CH:32][C:31]([CH3:34])=[CH:30][C:29]=1[N:35]1[CH2:40][CH2:39][NH:38][CH2:37][CH2:36]1>>[Cl:1][C:2]1[CH:7]=[CH:6][CH:5]=[CH:4][C:3]=1[S:8]([N:11]1[CH2:15][C@@H:14]([C:16]([N:38]2[CH2:39][CH2:40][N:35]([C:29]3[CH:30]=[C:31]([CH3:34])[CH:32]=[CH:33][C:28]=3[CH3:27])[CH2:36][CH2:37]2)=[O:18])[N:13]([C:19]2[CH:24]=[CH:23][CH:22]=[CH:21][C:20]=2[Cl:25])[C:12]1=[O:26])(=[O:9])=[O:10]. Procedure: Steps 4 and 5: In analogy to example 1, (S)-1-(2-chloro-benzenesulfonyl)-3-(2-chloro-phenyl)-2-oxo-imidazolidine-4-carboxylic acid methyl ester was hydrolyzed using sodium hydroxide solution to give (S)-1-(2-chloro-benzenesulfonyl)-3-(2-chloro-phenyl)-2-oxo-imidazolidine-4-carboxylic acid. Finally, (S)-1-(2-chloro-benzenesulfonyl)-3-(2-chloro-phenyl)-2-oxo-imidazolidine-4-carboxylic acid was coupled with 1-(2,5-dimethylphenyl)piperazine to give the title compound as a colorless solid. MS: 587.2 ... Reactants: CCOC(=O)c1cnc2c(c1O)CN(C(=O)OCc1ccccc1)CC2, CC(=O)O. The product is CCOC(=O)c1cnc2c(c1O)CNCC2. Reaction SMILES: [CH2:1]([O:2][C:3](=[O:4])[N:11]1[CH2:12][c:13]2[c:14]([OH:26])[c:15]([C:21](=[O:22])[O:23][CH2:24][CH3:25])[cH:16][n:17][c:18]2[CH2:19][CH2:20]1)[c:5]1[cH:6][cH:7][cH:8][cH:9][cH:10]1.[CH3:27][C:28](=[O:29])[OH:30]>>[NH:11]1[CH2:12][c:13]2[c:14]([OH:26])[c:15]([C:21](=[O:22])[O:23][CH2:24][CH3:25])[cH:16][n:17][c:18]2[CH2:19][CH2:20]1.